From a dataset of the Open Reaction Database (ORD), a public repository of structured organic reaction records. describe an organic reaction: reactants, conditions, products, and yield The product is O=C(CCCCCCBr)c1ccc(Cl)cc1. The reactants are [Al+3], O=C(Cl)CCCCCCBr, [Cl-], [Cl-], [Cl-], Clc1ccccc1, O. As a reaction SMILES: [Al+3:19].[Br:1][CH2:2][CH2:3][CH2:4][CH2:5][CH2:6][CH2:7][C:8](=[O:9])[Cl:10].[Cl-:18].[Cl-:20].[Cl-:21].[Cl:11][c:12]1[cH:13][cH:14][cH:15][cH:16][cH:17]1.[OH2:22]>>[Br:1][CH2:2][CH2:3][CH2:4][CH2:5][CH2:6][CH2:7][C:8](=[O:9])[c:15]1[cH:14][cH:13][c:12]([Cl:11])[cH:17][cH:16]1. The reactants are CN(N)c1nc(-c2ccccc2)cs1, CN(C)C=O, O=C1OC(=O)c2ccccc21, O. Product: CN(NC(=O)c1ccccc1C(=O)O)c1nc(-c2ccccc2)cs1. Reaction SMILES: [CH3:12][N:13]([NH2:14])[c:15]1[s:16][cH:17][c:18](-[c:20]2[cH:21][cH:22][cH:23][cH:24][cH:25]2)[n:19]1.[CH3:26][N:27]([CH3:28])[CH:29]=[O:30].[O:1]=[C:2]1[O:3][C:4](=[O:5])[c:6]2[cH:7][cH:8][cH:9][cH:10][c:11]21.[OH2:31]>>[O:1]=[C:2]([c:11]1[c:6]([C:4]([OH:3])=[O:5])[cH:7][cH:8][cH:9][cH:10]1)[NH:14][N:13]([CH3:12])[c:15]1[s:16][cH:17][c:18](-[c:20]2[cH:21][cH:22][cH:23][cH:24][cH:25]2)[n:19]1. Reactants: [BH4-], O=Cc1ccc2c(c1)CCC21CC1, Fc1ccc(CCNCc2ccc(C3CC3)cc2)cc1C(F)(F)F, NCCc1ccc(Cl)c(Cl)c1, [Na+]. The product is Clc1ccc(CCNCc2ccc3c(c2)CCC32CC2)cc1Cl. RXN SMILES: [BH4-:49].[CH2:25]1[CH2:26][c:27]2[cH:28][c:29]([CH:36]=[O:37])[cH:30][cH:31][c:32]2[C:33]12[CH2:34][CH2:35]2.[CH:1]1([c:2]2[cH:3][cH:4][c:5]([CH2:6][NH:7][CH2:8][CH2:9][c:10]3[cH:11][cH:12][c:13]([F:14])[c:15]([C:16]([F:17])([F:18])[F:19])[cH:20]3)[cH:21][cH:22]2)[CH2:23][CH2:24]1.[Cl:38][c:39]1[cH:40][c:41]([CH2:46][CH2:47][NH2:48])[cH:42][cH:43][c:44]1[Cl:45].[Na+:50]>>[CH2:25]1[CH2:26][c:27]2[cH:28][c:29]([CH2:36][NH:48][CH2:47][CH2:46][c:41]3[cH:40][c:39]([Cl:38])[c:44]([Cl:45])[cH:43][cH:42]3)[cH:30][cH:31][c:32]2[C:33]12[CH2:34][CH2:35]2. Starting materials: FC1=CC=C(CNC(=O)C2(C3=CC=CC=C3C=3C=CC=CC23)CCCCBr)C=C1 (9-(4-bromo-butyl)-9H-fluorene-9-carboxylic acid-4-fluoro-benzylamide), N1(CCNCCC1)C=1SC2=C(N1)C=CC=C2 (2-[1.4]diazepan-1-yl-benzothiazole). Yields the product FC1=CC=C(CNC(=O)C2(C3=CC=CC=C3C=3C=CC=CC23)CCCCN2CCN(CCC2)C=2SC3=C(N2)C=CC=C3)C=C1 (9-[4-(4-benzothiazol-2-yl-[1.4]diazepan-1-yl)-butyl]-9H-fluorene-9-carboxylic acid-4-fluoro-benzylamide). Reaction SMILES: [F:1][C:2]1[CH:29]=[CH:28][C:5]([CH2:6][NH:7][C:8]([C:10]2([CH2:23][CH2:24][CH2:25][CH2:26]Br)[C:22]3[CH:21]=[CH:20][CH:19]=[CH:18][C:17]=3[C:16]3[C:11]2=[CH:12][CH:13]=[CH:14][CH:15]=3)=[O:9])=[CH:4][CH:3]=1.[N:30]1([C:37]2[S:38][C:39]3[CH:45]=[CH:44][CH:43]=[CH:42][C:40]=3[N:41]=2)[CH2:36][CH2:35][CH2:34][NH:33][CH2:32][CH2:31]1>>[F:1][C:2]1[CH:29]=[CH:28][C:5]([CH2:6][NH:7][C:8]([C:10]2([CH2:23][CH2:24][CH2:25][CH2:26][N:33]3[CH2:34][CH2:35][CH2:36][N:30]([C:37]4[S:38][C:39]5[CH:45]=[CH:44][CH:43]=[CH:42][C:40]=5[N:41]=4)[CH2:31][CH2:32]3)[C:22]3[CH:21]=[CH:20][CH:19]=[CH:18][C:17]=3[C:16]3[C:11]2=[CH:12][CH:13]=[CH:14][CH:15]=3)=[O:9])=[CH:4][CH:3]=1. Procedure details: Prepared analogously to Example 1 from 9-(4-bromo-butyl)-9H-fluorene-9-carboxylic acid-4-fluoro-benzylamide and 2-[1.4]diazepan-1-yl-benzothiazole. Starting materials: COC(=O)[C@H](CC=1C=CC=CC1)NC(=O)[C@H](CC(=O)O)N (Aspartame), C(C)(=O)O (acetic acid), CC(CC=O)(C)C (3,3-dimethylbutyraldehyde). Run in CO (methanol). Reaction conditions: time 12 hour. Product: CC(C)(C)CCN[C@@H](CC(=O)O)C(=O)N[C@@H](CC1=CC=CC=C1)C(=O)OC (neotame). The yield is 94.6%. RXN SMILES: [CH3:1][O:2][C:3]([C@@H:5]([NH:13][C:14]([C@@H:16]([NH2:21])[CH2:17][C:18]([OH:20])=[O:19])=[O:15])[CH2:6][C:7]1[CH:8]=[CH:9][CH:10]=[CH:11][CH:12]=1)=[O:4].C(O)(=O)C.[CH3:26][C:27]([CH3:32])([CH3:31])[CH2:28][CH:29]=O>CO>[CH3:26][C:27]([CH2:28][CH2:29][NH:21][C@H:16]([C:14]([NH:13][C@H:5]([C:3]([O:2][CH3:1])=[O:4])[CH2:6][C:7]1[CH:12]=[CH:11][CH:10]=[CH:9][CH:8]=1)=[O:15])[CH2:17][C:18]([OH:20])=[O:19])([CH3:32])[CH3:31]. Procedure: Aspartame (5.88 g), acetic acid (1.20 g) and methanol (100 ml) were charged to a hydrogenation vessel, followed by 3,3-dimethylbutyraldehyde (2.00 g). The vessel was pressure purged with nitrogen (4×), and 0.24 g of 4% palladium on carbon (containing 50% water) was added. After pressure purging the reactor with nitrogen (4×), followed by hydrogen (4×), the mixture was hydrogenated at 50 psig for 12 hours at room temperature. After completion of the reaction, the vessel was purged with nitrogen (... The reactants are N(=O)[O-].[Na+] (sodium nitrite), [Sn] (tin), Cl (hydrochloric acid), COC=1C=C(N)C=CC1 (3-methoxyaniline), Cl (hydrochloric acid). The solvent is O (water). Yields the product Cl.COC=1C=C(C=CC1)NN ((3-methoxyphenyl)hydrazine hydrochloride). As a reaction SMILES: [CH3:1][O:2][C:3]1[CH:4]=[C:5]([CH:7]=[CH:8][CH:9]=1)[NH2:6].[N:10]([O-])=O.[Na+].[Sn].[ClH:15]>O>[ClH:15].[CH3:1][O:2][C:3]1[CH:4]=[C:5]([NH:6][NH2:10])[CH:7]=[CH:8][CH:9]=1 |f:1.2,6.7,^3:13|. Procedure details: A suspension of 3-methoxyaniline (10 g) in concentrated hydrochloric acid (85 ml) was stirred at ca. 0° and a solution of sodium nitrite (5.75 g) in water (25 ml) was slowly added over a period of 30 min keeping the temperature of the mixture at ca. 0°. After 1 h a solution of tin II chloride dihydrate (59 g) in concentrated hydrochloric acid (50 ml) was added over a period of 1.5 h, to the cooled suspension keeping the temperature below 0° C. The suspension was stirred for a further 30 min, fil...